The task is: describe an organic reaction: reactants, conditions, products, and yield. This data is from the Open Reaction Database (ORD), a public repository of structured organic reaction records. Starting materials: CC(C=C)(CCCC(CCCC(C)C)C)O (3,7,11-trimethyl-dodec-1-en-3-ol), Al, CC(C=C)(C)O (3-methyl-but-1-en-3-ol), C(CC(=O)C)(=O)OC (methyl acetoacetate), CC(C=C)(C)O (3-methyl-but-1-en-3-ol). Run at temperature 165 celsius. Yields the product CC(=CCCC(C)=O)CCCC(CCCC(C)C)C (6,10,14-trimethyl-pentadec-5-en-2-one), CC(C)=CCCC(C)=O (2-methyl-hept-2-en-6-one). Reaction SMILES: [CH3:1][C:2]([OH:16])([CH2:5][CH2:6][CH2:7][CH:8]([CH3:15])[CH2:9][CH2:10][CH2:11][CH:12]([CH3:14])[CH3:13])[CH:3]=[CH2:4].[CH3:17][C:18]([OH:22])(C)[CH:19]=C.C(OC)(=O)CC(C)=O>>[CH3:1][C:2]([CH2:5][CH2:6][CH2:7][CH:8]([CH3:15])[CH2:9][CH2:10][CH2:11][CH:12]([CH3:14])[CH3:13])=[CH:3][CH2:4][CH2:17][C:18](=[O:22])[CH3:19].[CH3:9][C:8](=[CH:7][CH2:6][CH2:5][C:2](=[O:16])[CH3:1])[CH3:15]. Procedure: A mixture of 637 g of 3,7,11-trimethyl-dodec-1-en-3-ol (86% pure), 8.6 g of Al isopropylate and 60 g of 3-methyl-but-1-en-3-ol was heated to 165° C. in the apparatus described in Example 12, and 471 g of methyl acetoacetate and 159 g of 3-methyl-but-1-en-3-ol were added dropwise in the course of 5 hours, whilst keeping the temperature at the 2nd theoretical plate of the column at about 90°-100° C. by appropriate adjustment of the reflux ratio. After a further 2 hours' reaction at 165° C., the mi...